The task is: describe an organic reaction: reactants, conditions, products, and yield. This data is from the Open Reaction Database (ORD), a public repository of structured organic reaction records. The reactants are N#Cc1ccc(C(=O)O)cc1F, CCN=C=NCCCN(C)C, CO, CN(C)c1ccncc1, Cl. Reaction SMILES: [C:1](#[N:2])[c:3]1[c:4]([F:12])[cH:5][c:6]([C:7](=[O:8])[OH:9])[cH:10][cH:11]1.[CH3:14][N:15]([CH3:16])[CH2:17][CH2:18][CH2:19][N:20]=[C:21]=[N:22][CH2:23][CH3:24].[CH3:25][OH:26].[CH3:27][N:28]([CH3:29])[c:30]1[cH:31][cH:32][n:33][cH:34][cH:35]1.[ClH:13]>>[C:1](#[N:2])[c:3]1[c:4]([F:12])[cH:5][c:6]([C:7](=[O:8])[O:9][CH3:14])[cH:10][cH:11]1. Product: COC(=O)c1ccc(C#N)c(F)c1. Reactants: O=C=NCc1ccccc1, Nc1cc(-c2nnc(SCc3ccc(Cl)cc3)o2)ccn1, C1CCOC1. Yields the product O=C(NCc1ccccc1)Nc1cc(-c2nnc(SCc3ccc(Cl)cc3)o2)ccn1. As a reaction SMILES: [CH2:22]([c:23]1[cH:24][cH:25][cH:26][cH:27][cH:28]1)[N:29]=[C:30]=[O:31].[Cl:1][c:2]1[cH:3][cH:4][c:5]([CH2:6][S:7][c:8]2[n:9][n:10][c:11](-[c:13]3[cH:14][c:15]([NH2:19])[n:16][cH:17][cH:18]3)[o:12]2)[cH:20][cH:21]1.[O:32]1[CH2:33][CH2:34][CH2:35][CH2:36]1>>[Cl:1][c:2]1[cH:3][cH:4][c:5]([CH2:6][S:7][c:8]2[n:9][n:10][c:11](-[c:13]3[cH:14][c:15]([NH:19][C:30]([NH:29][CH2:22][c:23]4[cH:24][cH:25][cH:26][cH:27][cH:28]4)=[O:31])[n:16][cH:17][cH:18]3)[o:12]2)[cH:20][cH:21]1.